From a dataset of the Open Reaction Database (ORD), a public repository of structured organic reaction records. describe an organic reaction: reactants, conditions, products, and yield The reactants are O=C1NC2=C(S(C3=C1C=CC=C3)=O)C=C(C=C2)C(=O)OC (Methyl 10,11-Dihydro-11-oxodibenzo[b,f][1,4]thiazepin-7-carboxylate 5-Oxide). The solvent is O1CCCC1 (tetrahydrofuran), [OH-].[Na+] (sodium hydroxide). Yields the product O=C1NC2=C(S(C3=C1C=CC=C3)=O)C=C(C=C2)C(=O)O (10,11-Dihydro-11-oxodibenzo[b,f][1,4]thiazepin-7-carboxylic Acid 5-Oxide). Reaction SMILES: [O:1]=[C:2]1[C:8]2[CH:9]=[CH:10][CH:11]=[CH:12][C:7]=2[S:6](=[O:13])[C:5]2[CH:14]=[C:15]([C:18]([O:20]C)=[O:19])[CH:16]=[CH:17][C:4]=2[NH:3]1>O1CCCC1.[OH-].[Na+]>[O:1]=[C:2]1[C:8]2[CH:9]=[CH:10][CH:11]=[CH:12][C:7]=2[S:6](=[O:13])[C:5]2[CH:14]=[C:15]([C:18]([OH:20])=[O:19])[CH:16]=[CH:17][C:4]=2[NH:3]1 |f:2.3|. Procedure details: Stir at room temperature 1.11 gm of the ester of Example 24 in a mixture of 50 ml of tetrahydrofuran and 50 ml of 10% aqueous sodium hydroxide for 3 hours. Separate the phases and extract the organic phase with 10% aqueous sodium hydroxide. Wash the combined aqueous phases with tetrahydrofuran and evaporate partially to remove residual tetrahydrofuran. Acidify with acetic acid. Separate the precipitate, wash with water and dry to obtain the title product (mp 352° C. dec). Reactants: BrC1=CC(=C(C(=N1)C)NC(CC(C)(C)C)=O)C (N-(6-bromo-2,4-dimethylpyridin-3-yl)-3,3-dimethylbutanamide), FC=1C=C2CCNCC2=CC1 (6-fluoro-1,2,3,4-tetrahydroisoquinoline), tris(dichlorobenzylidenacetone)palladium (0), C1(CCCCC1)P(C1=C(C=CC=C1)C1=C(C=CC=C1)N(C)C)C1CCCCC1 (2-dicyclohexylphosphino-2′-(N,N-dimethylamino)biphenyl), CC(C)([O-])C.[K+] (potassium tert-butoxide). Run in C1(=CC=CC=C1)C (toluene). Run at temperature 100 celsius. Product: FC=1C=C2CCN(CC2=CC1)C1=CC(=C(C(=N1)C)NC(CC(C)(C)C)=O)C (N-(6-(6-fluoro-3,4-dihydroisoquinolin-2(1H)-yl)-2,4-dimethylpyridin-3-yl)-3,3-dimethylbutanamide). The yield is 73.5%. RXN SMILES: Br[C:2]1[N:7]=[C:6]([CH3:8])[C:5]([NH:9][C:10](=[O:16])[CH2:11][C:12]([CH3:15])([CH3:14])[CH3:13])=[C:4]([CH3:17])[CH:3]=1.[F:18][C:19]1[CH:20]=[C:21]2[C:26](=[CH:27][CH:28]=1)[CH2:25][NH:24][CH2:23][CH2:22]2.C1(P(C2CCCCC2)C2C=CC=CC=2C2C=CC=CC=2N(C)C)CCCCC1.CC(C)([O-])C.[K+]>C1(C)C=CC=CC=1>[F:18][C:19]1[CH:20]=[C:21]2[C:26](=[CH:27][CH:28]=1)[CH2:25][N:24]([C:2]1[N:7]=[C:6]([CH3:8])[C:5]([NH:9][C:10](=[O:16])[CH2:11][C:12]([CH3:15])([CH3:14])[CH3:13])=[C:4]([CH3:17])[CH:3]=1)[CH2:23][CH2:22]2 |f:3.4|. Procedure: In a tube, a mixture of 1d (0.65 g, 2.15 mmol), 6-fluoro-1,2,3,4-tetrahydroisoquinoline (0.348 g, 2.6 mmol) in toluene (15 ml) was degassed by nitrogen flow for 15 minutes. To this mixture was added tris(dichlorobenzylidenacetone)palladium (0) (0.052 g, 0.055 mmol), 2-dicyclohexylphosphino-2′-(N,N-dimethylamino)biphenyl (0.08 g, 0.2 mmol) and potassium tert-butoxide (0.437 g, 3.9 mmol). The tube was heated under microwave irradiation (Biotage Initiator®) for 6 hour at 100° C. The reaction mixtur... The reactants are NCC(=O)N(C1=CC=CC=C1)C(C(=O)N(C1=CC=CC=C1)C)C ((RS)-2-(2-amino-N-phenylacetamido)-N-methyl-N-phenylpropionamide), CC=1C=C(C=CC1)N=C=O (3-methylphenyl isocyanate). Yields the product CN(C(C(C)N(C(CNC(=O)NC1=CC(=CC=C1)C)=O)C1=CC=CC=C1)=O)C1=CC=CC=C1 ((RS)-N-methyl-2-{2-[3-(3-methylphenyl)ureido]-N-phenylacetamido}-N-phenylpropionamide). Yield: 35.7%. RXN SMILES: [NH2:1][CH2:2][C:3]([N:5]([CH:12]([CH3:23])[C:13]([N:15]([CH3:22])[C:16]1[CH:21]=[CH:20][CH:19]=[CH:18][CH:17]=1)=[O:14])[C:6]1[CH:11]=[CH:10][CH:9]=[CH:8][CH:7]=1)=[O:4].[CH3:24][C:25]1[CH:26]=[C:27]([N:31]=[C:32]=[O:33])[CH:28]=[CH:29][CH:30]=1>>[CH3:22][N:15]([C:16]1[CH:21]=[CH:20][CH:19]=[CH:18][CH:17]=1)[C:13](=[O:14])[CH:12]([N:5]([C:6]1[CH:11]=[CH:10][CH:9]=[CH:8][CH:7]=1)[C:3](=[O:4])[CH2:2][NH:1][C:32]([NH:31][C:27]1[CH:28]=[CH:29][CH:30]=[C:25]([CH3:24])[CH:26]=1)=[O:33])[CH3:23]. Reported procedure: The procedure is analogous to that described in Example 1, but 1.0 g of (RS)-2-(2-amino-N-phenylacetamido)-N-methyl-N-phenylpropionamide and 0.42 g of 3-methylphenyl isocyanate are used as the starting material. After recrystallization from a mixture of acetonitrile and dimethylformamide (93-7 by volume), 0.5 g of (RS)-N-methyl-2-{2-[3-(3-methylphenyl)ureido]-N-phenylacetamido}-N-phenylpropionamide melting at 214° C. is obtained. Starting materials: Cc1c(NC(=O)OC(C)(C)C)cccc1OCCc1ccc(C#N)cc1, CCOC(C)=O, Cl. Yields the product Cc1c(N)cccc1OCCc1ccc(C#N)cc1. Reaction SMILES: [C:1]([O:2][C:3](=[O:4])[NH:8][c:9]1[c:10]([CH3:26])[c:11]([O:15][CH2:16][CH2:17][c:18]2[cH:19][cH:20][c:21]([C:24]#[N:25])[cH:22][cH:23]2)[cH:12][cH:13][cH:14]1)([CH3:5])([CH3:6])[CH3:7].[CH3:27][CH2:28][O:29][C:30]([CH3:31])=[O:32].[ClH:33]>>[NH2:8][c:9]1[c:10]([CH3:26])[c:11]([O:15][CH2:16][CH2:17][c:18]2[cH:19][cH:20][c:21]([C:24]#[N:25])[cH:22][cH:23]2)[cH:12][cH:13][cH:14]1. Reactants: NC(C)C=1C=NC=NC1 (5-(1-aminoethyl)pyrimidine), [I-].C[N+]1(CCC(CC1)=O)C (1,1-dimethyl-4 -oxopiperidinium iodide), C(C)O (ethanol), C(=O)([O-])[O-].[K+].[K+] (K2CO3), C(=O)([O-])[O-].[K+].[K+] (K2CO3). Run in O (water). Product: N1=CN=CC(=C1)C(C)N1CCC(CC1)=O (1-(1-(5-pyrimidinyl)-ethyl)-4-oxopiperidine). Yield: 26.2%. As a reaction SMILES: [NH2:1][CH:2]([C:4]1[CH:5]=[N:6][CH:7]=[N:8][CH:9]=1)[CH3:3].C(O)C.C([O-])([O-])=O.[K+].[K+].[I-].C[N+]1(C)[CH2:26][CH2:25][C:24](=[O:27])[CH2:23][CH2:22]1>O>[N:6]1[CH:5]=[C:4]([CH:2]([N:1]2[CH2:26][CH2:25][C:24](=[O:27])[CH2:23][CH2:22]2)[CH3:3])[CH:9]=[N:8][CH:7]=1 |f:2.3.4,5.6|. Reported procedure: To a stirred mixture of 1.1 g of 5-(1-aminoethyl)pyrimidine (O. Cervinska and P. Malon, Coll. Czechoslov. Chem. Commun. 1977, 42, 3464-72.), 17 mL of ethanol and 1.36 g of K2CO3 heated to reflux was added dropwise over 30 min, a solution of 4 g of 1,1-dimethyl-4 -oxopiperidinium iodide in 70 mL of water. When the addition was complete, the mixture was heated under reflux for an additional 2 h, cooled, basified to pH 9 with K2CO3 and extracted with 5 times with 50 mL portions of methylene chlorid... Reactants: [Br-], ClCc1ccc(Br)cc1, COC=O. Yields the product BrCc1ccc(Br)cc1. Reaction SMILES: [Br-:5].[Br:6][c:7]1[cH:8][cH:9][c:10]([CH2:11][Cl:12])[cH:13][cH:14]1.[CH:1]([O:2][CH3:3])=[O:4]>>[Br:5][CH2:11][c:10]1[cH:9][cH:8][c:7]([Br:6])[cH:14][cH:13]1. Starting materials: ClC1=C(C=CC=C1)C (2-chlorotoluene), 2,2'-dimethyl-1,1'-biphenyls, [Mg] (magnesium), ClC1=C(C=CC=C1)C (2-chlorotoluene). Reagents/catalysts: Cl[Ni]([P](C1=CC=CC=C1)(C2=CC=CC=C2)C3=CC=CC=C3)([P](C4=CC=CC=C4)(C5=CC=CC=C5)C6=CC=CC=C6)Cl (bis(triphenylphosphine)-nickel (II) dichloride). Solvent: C1CCOC1 (THF), C1CCOC1 (THF). The product is CC1=C(C=CC=C1)C1=C(C=CC=C1)C (2,2'-Dimethyl-1,1'-Biphenyl). Reaction SMILES: [Mg].Cl[C:3]1[CH:8]=[CH:7][CH:6]=[CH:5][C:4]=1[CH3:9]>C1COCC1.Cl[Ni](Cl)([P](C1C=CC=CC=1)(C1C=CC=CC=1)C1C=CC=CC=1)[P](C1C=CC=CC=1)(C1C=CC=CC=1)C1C=CC=CC=1>[CH3:3][C:3]1[CH:8]=[CH:7][CH:6]=[CH:5][C:4]=1[C:9]1[CH:8]=[CH:7][CH:6]=[CH:5][C:4]=1[CH3:9] |^1:17,36|. Reported procedure: To a suspension of magnesium turnings (12.15 grams, 0.5 mole) in THF (150 mL) was added 2-chlorotoluene (50.6 grams, 0.40 mole). The mixture was refluxed for 18 hours, cooled to ambient and added dropwise to a solution of 2-chlorotoluene (44.3 grams, 0.35 mole) and bis(triphenylphosphine)-nickel (II) dichloride (2.0 grams) in THF (250 mL). The reaction mixture warmed upon mixing and was heated to reflux for 4 hours after completion of the addition. The reaction mixture was cooled and quenched by... Reactants: CC(C)C[AlH]CC(C)C (DIBAL-H), C(#N)C1=CC2=C(N(C=N2)C2=CC(=CC=C2)C2=NC=CC=N2)C=C1 (5-Cyano-1-(3-(2-pyrimidyl)phenyl)benzimidazole), C(Cl)Cl (CH2Cl2), [NH4+].[Cl-] (NH4Cl), O (water). Solvent: C1(=CC=CC=C1)C (toluene). Reaction conditions: temperature -78 celsius, time 1 hour. Product: C(=O)C1=CC2=C(N(C=N2)C2=CC(=CC=C2)C2=NC=CC=N2)C=C1 (5-Formyl-1-(3-(2-pyrimidyl)phenyl)benzimidazole). Yield: 38.0%. RXN SMILES: CC(C[AlH]CC(C)C)C.[C:10]([C:12]1[CH:32]=[CH:31][C:15]2[N:16]([C:19]3[CH:24]=[CH:23][CH:22]=[C:21]([C:25]4[N:30]=[CH:29][CH:28]=[CH:27][N:26]=4)[CH:20]=3)[CH:17]=[N:18][C:14]=2[CH:13]=1)#N.C(Cl)Cl.[NH4+].[Cl-].[OH2:38]>C1(C)C=CC=CC=1>[CH:10]([C:12]1[CH:32]=[CH:31][C:15]2[N:16]([C:19]3[CH:24]=[CH:23][CH:22]=[C:21]([C:25]4[N:30]=[CH:29][CH:28]=[CH:27][N:26]=4)[CH:20]=3)[CH:17]=[N:18][C:14]=2[CH:13]=1)=[O:38] |f:3.4|. Reported procedure: A solution of DIBAL-H in toluene (2.5 ml, 1.0 M) was added to a mixture of (67) (367 mg, 1.2 mmol) and CH2Cl2 (60 ml) at -78° C. The reaction mixture was stirred for 1 hr at -78° C. and for 1 hr at room temperature. A saturated NH4Cl solution was added to the reaction mixture and stirring was continued for 0.5 hr. The mixture was poured into water and extracted with CH2Cl2. The organic extract was dried over MgSO4, and the solvent was evaporated under reduced pressure to give (68) (142 mg, 38%). The reactants are CN(C(=O)C1CCC(CC1)N1N=CC(=C1)C=1C=NC(=NC1)C1=CC(=CC=C1)C=1C=NN(C1)C)C (4-(4-{2-[3-(1-Methyl-1H-pyrazol-4-yl)-phenyl]-pyrimidin-5-yl}-pyrazol-1-yl)-cyclohexanecarboxylic acid dimethylamide). Run in CN(C)C=O (DMF). Yields the product CN(C(=O)[C@@H]1CC[C@H](CC1)N1N=CC(=C1)C=1C=NC(=NC1)C1=CC(=CC=C1)C=1C=NN(C1)C)C (Trans-4-(4-{2-[3-(1-Methyl-1H-pyrazol-4-yl)-phenyl]-pyrimidin-5-yl}-pyrazol-1-yl)-cyclohexanecarboxylic acid dimethylamide). The yield is 33.3%. Reaction SMILES: [CH3:1][N:2]([CH3:34])[C:3]([CH:5]1[CH2:10][CH2:9][CH:8]([N:11]2[CH:15]=[C:14]([C:16]3[CH:17]=[N:18][C:19]([C:22]4[CH:27]=[CH:26][CH:25]=[C:24]([C:28]5[CH:29]=[N:30][N:31]([CH3:33])[CH:32]=5)[CH:23]=4)=[N:20][CH:21]=3)[CH:13]=[N:12]2)[CH2:7][CH2:6]1)=[O:4]>CN(C=O)C>[CH3:1][N:2]([CH3:34])[C:3]([C@H:5]1[CH2:10][CH2:9][C@H:8]([N:11]2[CH:15]=[C:14]([C:16]3[CH:17]=[N:18][C:19]([C:22]4[CH:27]=[CH:26][CH:25]=[C:24]([C:28]5[CH:29]=[N:30][N:31]([CH3:33])[CH:32]=5)[CH:23]=4)=[N:20][CH:21]=3)[CH:13]=[N:12]2)[CH2:7][CH2:6]1)=[O:4]. Procedure: 4-(4-{2-[3-(1-Methyl-1H-pyrazol-4-yl)-phenyl]-pyrimidin-5-yl}-pyrazol-1-yl)-cyclohexanecarboxylic acid dimethylamide (example 121; 165 mg; 0.33 mmol) was suspended in DMF and filtered to give the title compound as a white solid (50 mg; 20%). 1H NMR (300 MHz, DMSO) δ 9.16 (s, 2H), 8.53 (t, J=1.6 Hz, 1H), 8.49 (s, 1H), 8.26 (s, 1H), 8.24-8.18 (m, 1H), 8.13 (s, 1H), 7.92 (d, J=0.7 Hz, 1H), 7.74-7.67 (m, 1H), 7.51 (t, J=7.8 Hz, 1H), 4.32-4.16 (m, 1H), 3.89 (s, 3H), 3.05 (s, 3H), 2.83 (s, 3H), 2.77-2...